Dataset: the Open Reaction Database (ORD), a public repository of structured organic reaction records. Task: describe an organic reaction: reactants, conditions, products, and yield As a reaction SMILES: [CH3:1][C:2]1([CH3:30])[CH:29]2[C:24]([CH2:25][NH:26][CH2:27][CH2:28]2)=[C:5]2[C:6]([OH:23])([OH:22])[CH:7]=[C:8]([CH:10]([CH3:21])[CH2:11][CH2:12][CH2:13][C:14]3[CH:19]=[CH:18][C:17]([F:20])=[CH:16][CH:15]=3)[CH:9]=[C:4]2[O:3]1.Cl[CH2:32][CH:33]=[CH:34][C:35]1[CH:40]=[C:39]([O:41][CH3:42])[C:38]([O:43][CH3:44])=[C:37]([O:45][CH3:46])[CH:36]=1>CN(C)C=O>[CH3:30][C:2]1([CH3:1])[CH:29]2[C:24]([CH2:25][N:26]([CH2:32][CH:33]=[CH:34][C:35]3[CH:36]=[C:37]([O:45][CH3:46])[C:38]([O:43][CH3:44])=[C:39]([O:41][CH3:42])[CH:40]=3)[CH2:27][CH2:28]2)=[C:5]2[C:6]([OH:22])([OH:23])[CH:7]=[C:8]([CH:10]([CH3:21])[CH2:11][CH2:12][CH2:13][C:14]3[CH:19]=[CH:18][C:17]([F:20])=[CH:16][CH:15]=3)[CH:9]=[C:4]2[O:3]1. Starting materials: CC1(OC=2C(C(C=C(C2)C(CCCC2=CC=C(C=C2)F)C)(O)O)=C2CNCCC21)C (5,5-Dimethyl-8-(4-p-fluorophenyl-1-methylbutyl)-10-hydroxy-1,2,3,4-tetrahydro-5H[1]benzopyrano[4,3-c]pyridin-10-ol), ClCC=CC1=CC(=C(C(=C1)OC)OC)OC (1-(3-chloropropenyl)3,4,5-trimethoxybenzene). Run in CN(C=O)C (dimethylformamide). Reported procedure: 5,5-Dimethyl-8-(4-p-fluorophenyl-1-methylbutyl)-10-hydroxy-1,2,3,4-tetrahydro-5H[1]benzopyrano[4,3-c]pyridin-10-ol (1 mole) and 1-(3-chloropropenyl)3,4,5-trimethoxybenzene (0.5 mole) were reacted in dimethylformamide as described in Example 7 to give the desired product. Yields the product CC1(OC=2C(C(C=C(C2)C(CCCC2=CC=C(C=C2)F)C)(O)O)=C2CN(CCC21)CC=CC2=CC(=C(C(=C2)OC)OC)OC)C (5,5-Dimethyl-8-(4-p-Fluorophenyl-1-Methylbutyl)-2-[3(3,4,5-Trimethoxyphenyl)-2-Propenyl]-10-Hydroxy-1,2,3,4-Tetrahydro-5H[1]Benzopyrano[4,3-c]Pyridin-10-ol).